From a dataset of the Open Reaction Database (ORD), a public repository of structured organic reaction records. describe an organic reaction: reactants, conditions, products, and yield Reactants: C, CCO, [H][H], O=C(Nc1ccc(Oc2ccccc2)cc1)N1CCN(c2ncnc3cc([N+](=O)[O-])ccc23)CC1, O, [Pd]. Product: Nc1ccc2c(N3CCN(C(=O)Nc4ccc(Oc5ccccc5)cc4)CC3)ncnc2c1. Reaction SMILES: [C:42].[CH3:38][CH2:39][OH:40].[H:36][H:37].[N+:1]([O-:2])(=[O:3])[c:4]1[cH:5][cH:6][c:7]2[c:8]([N:14]3[CH2:15][CH2:16][N:17]([C:20](=[O:21])[NH:22][c:23]4[cH:24][cH:25][c:26]([O:29][c:30]5[cH:31][cH:32][cH:33][cH:34][cH:35]5)[cH:27][cH:28]4)[CH2:18][CH2:19]3)[n:9][cH:10][n:11][c:12]2[cH:13]1.[OH2:41].[Pd:43]>>[NH2:1][c:4]1[cH:5][cH:6][c:7]2[c:8]([N:14]3[CH2:15][CH2:16][N:17]([C:20](=[O:21])[NH:22][c:23]4[cH:24][cH:25][c:26]([O:29][c:30]5[cH:31][cH:32][cH:33][cH:34][cH:35]5)[cH:27][cH:28]4)[CH2:18][CH2:19]3)[n:9][cH:10][n:11][c:12]2[cH:13]1.